This data is from the Open Reaction Database (ORD), a public repository of structured organic reaction records. The task is: describe an organic reaction: reactants, conditions, products, and yield The reactants are O[C@H]1CNCC1 ((R)-3-hydroxypyrrolidine), C(C)(C)N(C(C)C)CC (N,N-diisopropylethylamine), C(C)OC(=O)C=1C=C(C=C(C1)C1=CC=C(C=C1)C)C(=O)O (5-(ethoxycarbonyl)-4′-methylbiphenyl-3-carboxylic acid), Cl.CN(CCCN=C=NCC)C (N-(3-dimethylaminopropyl)-N′-ethylcarbodiimide hydrochloride), O.ON1N=NC2=C1C=CC=C2 (1-hydroxybenzotriazole hydrate). Run in C(Cl)Cl (CH2Cl2), C(Cl)Cl (CH2Cl2). Conditions: time 8 hour. The product is O[C@H]1CN(CC1)C(=O)C=1C=C(C=C(C1)C1=CC=C(C=C1)C)C(=O)OCC ((R)-Ethyl 5-(3-hydroxypyrrolidine-1-carbonyl)-4′-methylbiphenyl-3-carboxylate). Reaction SMILES: [CH2:1]([O:3][C:4]([C:6]1[CH:7]=[C:8]([C:19](O)=[O:20])[CH:9]=[C:10]([C:12]2[CH:17]=[CH:16][C:15]([CH3:18])=[CH:14][CH:13]=2)[CH:11]=1)=[O:5])[CH3:2].Cl.CN(C)CCCN=C=NCC.O.ON1C2C=CC=CC=2N=N1.[OH:45][C@@H:46]1[CH2:50][CH2:49][NH:48][CH2:47]1.C(N(CC)C(C)C)(C)C>C(Cl)Cl>[OH:45][C@@H:46]1[CH2:50][CH2:49][N:48]([C:19]([C:8]2[CH:7]=[C:6]([C:4]([O:3][CH2:1][CH3:2])=[O:5])[CH:11]=[C:10]([C:12]3[CH:13]=[CH:14][C:15]([CH3:18])=[CH:16][CH:17]=3)[CH:9]=2)=[O:20])[CH2:47]1 |f:1.2,3.4|. Procedure: To a mixture of 5-(ethoxycarbonyl)-4′-methylbiphenyl-3-carboxylic acid (1.50 g, 5.28 mmol), N-(3-dimethylaminopropyl)-N′-ethylcarbodiimide hydrochloride (2.0 g, 10 mmol), 1-hydroxybenzotriazole hydrate (0.404 g, 2.64 mmol), and CH2Cl2 (30 mL) were added (R)-3-hydroxypyrrolidine (0.92 g, 10 mmol) and N,N-diisopropylethylamine (1.8 mL, 10 mmol). The mixture was stirred at room temperature overnight, and then diluted with CH2Cl2 (100 mL), washed with aq. NaHCO3, brine, dried (Na2SO4), and concentra... Starting materials: Cl.O(C)N (methoxylamine hydrochloride), ClC1=NC=C(C(=C1)NC1=C(C(=O)O)C=CC=C1)Cl (2-[(2,5-dichloro-4-pyridinyl)amino]benzoic acid), Cl.CN(CCCN=C=NCC)C (1-(3-dimethylaminopropyl)-3-ethylcarbodiimide hydrochloride), OC1=CC=CC=2NN=NC21 (hydroxybenzotriazole), C(C)(C)N(CC)C(C)C (diisopropylethylamine). Solvent: CN(C=O)C (N,N-dimethylformamide). Conditions: time 30 minute. Yields the product ClC1=NC=C(C(=C1)NC1=C(C(=O)NOC)C=CC=C1)Cl (2-[(2, 5-dichloro-4-pyridinyl) amino]-N-(methyloxy)benzamide). The yield is 77.1%. RXN SMILES: [Cl:1][C:2]1[CH:7]=[C:6]([NH:8][C:9]2[CH:17]=[CH:16][CH:15]=[CH:14][C:10]=2[C:11](O)=[O:12])[C:5]([Cl:18])=[CH:4][N:3]=1.Cl.CN(C)CCCN=C=NCC.OC1C2N=NNC=2C=CC=1.Cl.[O:42]([NH2:44])[CH3:43].C(N(C(C)C)CC)(C)C>CN(C)C=O>[Cl:1][C:2]1[CH:7]=[C:6]([NH:8][C:9]2[CH:17]=[CH:16][CH:15]=[CH:14][C:10]=2[C:11]([NH:44][O:42][CH3:43])=[O:12])[C:5]([Cl:18])=[CH:4][N:3]=1 |f:1.2,4.5|. Procedure: A vessel was charged with 2-[(2,5-dichloro-4-pyridinyl)amino]benzoic acid (1.0 g, 3.53 mmol), 1-(3-dimethylaminopropyl)-3-ethylcarbodiimide hydrochloride (677 mg, 3.53 mmol) and hydroxybenzotriazole (HOBT) (541 mg, 3.53 mmol) in N,N-dimethylformamide (DMF, 7.0 mL) and was stirred at room temperature for 30 min. To this solution methoxylamine hydrochloride (0.3 g, 3.53 mmol) was added and reaction mixture was stirred for another 10 min. The reaction mixture was cooled to 0° C. by using an ice bat... The reactants are O=C1C[C@H]2C[C@H](N(C[C@@H]2CC1)C(=O)OC)C(=O)O ((3S, 4aR, 8aR) 6-oxo-2-methoxycarbonyl-1,2,3,4,4a, 5,6,7,8,8a-decahydroisoquinoline-3-carboxylic acid), CCC([BH-](C(CC)C)C(CC)C)C.[Li+] (L-Selectride). The solvent is O1CCCC1 (tetrahydrofuran), O1CCCC1 (tetrahydrofuran). Run at time 1 hour. The product is O[C@@H]1C[C@@H]2C[C@H](N(C[C@@H]2CC1)C(=O)OC)C(=O)O ((3S, 4aS, 6S, 8aR) 6-hydroxy-2-methoxycarbonyl-1,2,3,4,4a, 5,6,7,8,8a -decahydroisoquinoline-3-carboxylic acid). Yield: 58.5%. RXN SMILES: [O:1]=[C:2]1[CH2:11][CH2:10][C@@H:9]2[C@H:4]([CH2:5][C@@H:6]([C:16]([OH:18])=[O:17])[N:7]([C:12]([O:14][CH3:15])=[O:13])[CH2:8]2)[CH2:3]1.CCC(C)[BH-](C(C)CC)C(C)CC.[Li+]>O1CCCC1>[OH:1][C@H:2]1[CH2:11][CH2:10][C@@H:9]2[C@@H:4]([CH2:5][C@@H:6]([C:16]([OH:18])=[O:17])[N:7]([C:12]([O:14][CH3:15])=[O:13])[CH2:8]2)[CH2:3]1 |f:1.2|. Procedure: To a slurry of 17.3 g of (3S, 4aR, 8aR) 6-oxo-2-methoxycarbonyl-1,2,3,4,4a, 5,6,7,8,8a-decahydroisoquinoline-3-carboxylic acid (46 mmol) in 240 mL of tetrahydrofuran is added 106 mL if 1.0 M L-Selectride in tetrahydrofuran. The mixture is stirred for 1 hour at room temperature, then quenched with 130 mL of 1.4 M hydrochloric acid. The layers are separated and the aqueous phase extracted with 50 mL of tert-butyl methyl ether. The organic phases are combined and extracted with 75 mL of saturated a... Reactants: O=C([O-])[O-], CN1CCNCC1, ClCC1CN(Cc2ccccc2)CCN1Cc1ccccc1, [K+], [K+], C1COCCO1, O. Product: CN1CCNCC1CC1CN(Cc2ccccc2)CCN1Cc1ccccc1. As a reaction SMILES: [C:30](=[O:31])([O-:32])[O-:33].[CH3:23][N:24]1[CH2:25][CH2:26][NH:27][CH2:28][CH2:29]1.[Cl:1][CH2:2][CH:3]1[N:4]([CH2:16][c:17]2[cH:18][cH:19][cH:20][cH:21][cH:22]2)[CH2:5][CH2:6][N:7]([CH2:9][c:10]2[cH:11][cH:12][cH:13][cH:14][cH:15]2)[CH2:8]1.[K+:34].[K+:35].[O:36]1[CH2:37][CH2:38][O:39][CH2:40][CH2:41]1.[OH2:42]>>[CH2:2]([CH:3]1[N:4]([CH2:16][c:17]2[cH:18][cH:19][cH:20][cH:21][cH:22]2)[CH2:5][CH2:6][N:7]([CH2:9][c:10]2[cH:11][cH:12][cH:13][cH:14][cH:15]2)[CH2:8]1)[CH:25]1[N:24]([CH3:23])[CH2:29][CH2:28][NH:27][CH2:26]1. Starting materials: CCCCc1cn(C(C)(C)C)sc1=N, COC(=O)C1(C)CCC(C(=O)O)C1(C)C. Product: CCCCc1cn(C(C)(C)C)sc1=NC(=O)C1CCC(C)(C(=O)OC)C1(C)C. RXN SMILES: [C:1]([CH3:2])([CH3:3])([CH3:4])[n:5]1[s:6][c:7](=[NH:14])[c:8]([CH2:10][CH2:11][CH2:12][CH3:13])[cH:9]1.[CH3:15][O:16][C:17](=[O:18])[C:19]1([CH3:29])[C:20]([CH3:27])([CH3:28])[CH:21]([C:24](=[O:25])[OH:26])[CH2:22][CH2:23]1>>[C:1]([CH3:2])([CH3:3])([CH3:4])[n:5]1[s:6][c:7](=[N:14][C:24]([CH:21]2[C:20]([CH3:27])([CH3:28])[C:19]([C:17]([O:16][CH3:15])=[O:18])([CH3:29])[CH2:23][CH2:22]2)=[O:25])[c:8]([CH2:10][CH2:11][CH2:12][CH3:13])[cH:9]1. The reactants are O=C(O)c1ccc2cc(Br)ccc2c1, ClCCCl, CNOC, ClCCl, On1nnc2ccccc21. Product: CON(C)C(=O)c1ccc2cc(Br)ccc2c1. Reaction SMILES: [Br:1][c:2]1[cH:3][c:4]2[cH:5][cH:6][c:7]([C:12](=[O:13])[OH:14])[cH:8][c:9]2[cH:10][cH:11]1.[CH2:19]([Cl:20])[CH2:21][Cl:22].[CH3:15][O:16][NH:17][CH3:18].[Cl:33][CH2:34][Cl:35].[OH:23][n:24]1[c:25]2[c:26]([cH:27][cH:28][cH:29][cH:30]2)[n:31][n:32]1>>[Br:1][c:2]1[cH:3][c:4]2[cH:5][cH:6][c:7]([C:12](=[O:14])[N:17]([O:16][CH3:15])[CH3:18])[cH:8][c:9]2[cH:10][cH:11]1. The reactants are COC1=C(C=CC(=C1)C(=O)N)C1=NC2=NC=NC=C2N1 (8-(2'-Methoxy-4'-aminocarbonyl-phenyl)-purine), CN (methylamine). Yields the product COC1=C(C=CC(=C1)C(=O)NC)C1=NC2=NC=NC=C2N1 (8-(2'-Methoxy-4'-methylaminocarbonyl-phenyl)-purine). As a reaction SMILES: [CH3:1][O:2][C:3]1[CH:8]=[C:7]([C:9]([NH2:11])=[O:10])[CH:6]=[CH:5][C:4]=1[C:12]1[NH:20][C:19]2[C:14](=[N:15][CH:16]=[N:17][CH:18]=2)[N:13]=1.[CH3:21]N>>[CH3:1][O:2][C:3]1[CH:8]=[C:7]([C:9]([NH:11][CH3:21])=[O:10])[CH:6]=[CH:5][C:4]=1[C:12]1[NH:20][C:19]2[C:14](=[N:15][CH:16]=[N:17][CH:18]=2)[N:13]=1. Procedure details: Forty milliliters of ethanolic methylamine solution were added to 0.42 gm of 8-(2'-methoxy-4'-chlorocarbonylphenyl)-purine hydrochloride (see Example 43), with cooling, and the mixture was refluxed for 30 minutes. It was then concentrated by evaporation, and the product was purified by column chromatography on silica gel [eluant: methylene chloride/ethanol (8:2)]. Reactants: CC(=O)O[BH-](OC(C)=O)OC(C)=O, O=C([O-])O, CC(=O)O, ClC(Cl)Cl, O=Cc1ccc2c(c1)OC(F)(F)O2, COc1ccc2ncc(=O)n(CCN3CCC(N)CC3)c2c1, [Na+], [Na+]. Yields the product COc1ccc2ncc(=O)n(CCN3CCC(NCc4ccc5c(c4)OC(F)(F)O5)CC3)c2c1. RXN SMILES: [C:36]([O:37][BH-:38]([O:39][C:40](=[O:41])[CH3:42])[O:43][C:44](=[O:45])[CH3:46])(=[O:47])[CH3:48].[C:50](=[O:51])([O-:52])[OH:53].[CH3:55][C:56](=[O:57])[OH:58].[CH:59]([Cl:60])([Cl:61])[Cl:62].[F:23][C:24]1([F:35])[O:25][c:26]2[c:27]([cH:29][cH:30][c:31]([CH:33]=[O:34])[cH:32]2)[O:28]1.[NH2:1][CH:2]1[CH2:3][CH2:4][N:5]([CH2:8][CH2:9][n:10]2[c:11](=[O:22])[cH:12][n:13][c:14]3[cH:15][cH:16][c:17]([O:20][CH3:21])[cH:18][c:19]23)[CH2:6][CH2:7]1.[Na+:49].[Na+:54]>>[NH:1]([CH:2]1[CH2:3][CH2:4][N:5]([CH2:8][CH2:9][n:10]2[c:11](=[O:22])[cH:12][n:13][c:14]3[cH:15][cH:16][c:17]([O:20][CH3:21])[cH:18][c:19]23)[CH2:6][CH2:7]1)[CH2:33][c:31]1[cH:30][cH:29][c:27]2[c:26]([cH:32]1)[O:25][C:24]([F:23])([F:35])[O:28]2. The reactants are N (ammonia), N (ammonia), [H][H] (hydrogen), [H][H] (hydrogen), CCCCC(CCCC)C1=NC=CC=C1 (2-(5-nonyl)pyridine), [NH2-].[Na+] (sodamide), CN(C1=CC=CC=C1)C (N,N-dimethylaniline). The reagents and catalysts are [Fe] (iron). The solvent is O (water), liquid. Conditions: temperature 152 celsius, time 3 hour. Product: CCCCC(CCCC)C1=NC=CC=C1 (2-(5-nonyl)pyridine), NC1=NC=CC=C1C(CCCC)CCCC (2-amino-(5-nonyl)pyridine), CCCCC(CCCC)C1=CC=CC(=N1)C1=NC(=CC=C1)C(CCCC)CCCC (6,6'-di-(5-nonyl)-2,2'-bipyridyl). Yield: 2.7%. As a reaction SMILES: [NH2-:1].[Na+].[NH3:3].[CH3:4][N:5]([CH3:12])[C:6]1[CH:11]=[CH:10][CH:9]=[CH:8][CH:7]=1.[CH3:13][CH2:14][CH2:15][CH2:16][CH:17]([C:22]1[CH:27]=[CH:26][CH:25]=[CH:24][N:23]=1)[CH2:18][CH2:19][CH2:20][CH3:21].[H][H]>[Fe].O>[CH3:13][CH2:14][CH2:15][CH2:16][CH:17]([C:22]1[CH:27]=[CH:26][CH:25]=[CH:24][N:23]=1)[CH2:18][CH2:19][CH2:20][CH3:21].[NH2:1][C:4]1[C:22]([CH:17]([CH2:16][CH2:15][CH2:14][CH3:13])[CH2:18][CH2:19][CH2:20][CH3:21])=[CH:27][CH:26]=[CH:25][N:3]=1.[CH3:13][CH2:14][CH2:15][CH2:16][CH:17]([C:22]1[N:23]=[C:24]([C:7]2[CH:15]=[CH:14][CH:13]=[C:9]([CH:10]([CH2:11][CH2:6][CH2:5][CH3:12])[CH2:16][CH2:17][CH2:18][CH3:19])[N:8]=2)[CH:25]=[CH:26][CH:27]=1)[CH2:18][CH2:19][CH2:20][CH3:21] |f:0.1|. Procedure: In a two-liter, three-neck flask, equipped with a stirrer and dropping funnel, was prepared 0.20 mole of sodamide, using an iron catalyst, in about 600 cc of liquid ammonia. The ammonia was replaced by adding 1,000 g of N,N-dimethylaniline through the dropping funnel and evaporating the ammonia. A thermometer and reflux condenser were added to the flask. The mixture was heated to 152° C. and 205 g (1.0 mole) of 2-(5-nonyl)pyridine was added. No reaction took place. The mixture was slowly heated ...